Dataset: the Open Reaction Database (ORD), a public repository of structured organic reaction records. Task: describe an organic reaction: reactants, conditions, products, and yield Starting materials: N1N=CC(=C1)C1=CC2=C(C=3N=C(SC3CCO2)C(=O)O)C=C1 (8-(1H-Pyrazol-4-yl)-4,5-dihydro-6-oxa-3-thia-1-aza-benzo[e]azulene-2-carboxylic acid), N1CCC1 (azetidine). Product: N1(CCC1)C(=O)C=1SC=2CCOC3=C(C2N1)C=CC(=C3)C=3C=NNC3 (Azetidin-1-yl-[8-(1H-pyrazol-4-yl)-4,5-dihydro-6-oxa-3-thia-1-aza-benzo[e]azulen-2-yl]-methanone). RXN SMILES: [NH:1]1[CH:5]=[C:4]([C:6]2[CH:22]=[CH:21][C:9]3[C:10]4[N:11]=[C:12]([C:18]([OH:20])=O)[S:13][C:14]=4[CH2:15][CH2:16][O:17][C:8]=3[CH:7]=2)[CH:3]=[N:2]1.[NH:23]1[CH2:26][CH2:25][CH2:24]1>>[N:23]1([C:18]([C:12]2[S:13][C:14]3[CH2:15][CH2:16][O:17][C:8]4[CH:7]=[C:6]([C:4]5[CH:5]=[N:1][NH:2][CH:3]=5)[CH:22]=[CH:21][C:9]=4[C:10]=3[N:11]=2)=[O:20])[CH2:26][CH2:25][CH2:24]1. Procedure details: Following the procedure for 103, 8-(1H-Pyrazol-4-yl)-4,5-dihydro-6-oxa-3-thia-1-aza-benzo[e]azulene-2-carboxylic acid (50.0 mg, 0.2 mmol) was reacted with azetidine (1.2 equiv) to give 157 (15.9 mg, M+1 353.0) Starting materials: CC1=NC(C)(COCc2ccccc2)CO1, CCO, [K+], [OH-], O. Product: CC(N)(CO)COCc1ccccc1. Reaction SMILES: [CH3:1][C:2]1=[N:6][C:5]([CH2:7][O:8][CH2:9][c:10]2[cH:11][cH:12][cH:13][cH:14][cH:15]2)([CH3:16])[CH2:4][O:3]1.[CH3:20][CH2:21][OH:22].[K+:18].[OH-:17].[OH2:19]>>[OH:3][CH2:4][C:5]([NH2:6])([CH2:7][O:8][CH2:9][c:10]1[cH:11][cH:12][cH:13][cH:14][cH:15]1)[CH3:16]. Reported procedure: 46.2 g (0.16 mol) of methyl 4-(2,3-dichloro-4-methoxyphenyl)-3-oxobutyrate and 8.1 g (0.18 mol) of methylhydrazine were reacted by the method of Example 1. Yield: 30.8 g; Reaction SMILES: [Cl:1][C:2]1[C:7]([Cl:8])=[C:6]([O:9][CH3:10])[CH:5]=[CH:4][C:3]=1[CH2:11][C:12](=O)[CH2:13][C:14]([O:16]C)=O.[CH3:19][NH:20][NH2:21]>>[Cl:1][C:2]1[C:7]([Cl:8])=[C:6]([O:9][CH3:10])[CH:5]=[CH:4][C:3]=1[CH2:11][C:12]1[NH:21][N:20]([CH3:19])[C:14](=[O:16])[CH:13]=1. Starting materials: ClC1=C(C=CC(=C1Cl)OC)CC(CC(=O)OC)=O (methyl 4-(2,3-dichloro-4-methoxyphenyl)-3-oxobutyrate), CNN (methylhydrazine). Product: ClC1=C(CC2=CC(N(N2)C)=O)C=CC(=C1Cl)OC (5-(2,3-Dichloro-4-methoxybenzyl)-1,2-dihydro-2-methyl-3H-pyrazol-3-one). Reactants: C(=O)(O)[O-].[Na+] (NaHCO3), ClC1=CC(=CC=C1)C(=O)OO (m-chloroperbenzoic acid), C1CC2=CC=CC=C2C(=O)C1 (α-tetralone). Run in C(Cl)(Cl)Cl (chloroform), C(Cl)(Cl)Cl (chloroform). Conditions: time 5 day. Product: O1C(CC=CC2=C1C=CC=C2)=O (1-Benzoxepin-2-one). RXN SMILES: ClC1C=CC=C(C(OO)=[O:9])C=1.[CH2:12]1[CH2:22][C:20](=[O:21])[C:19]2[C:14](=[CH:15][CH:16]=[CH:17][CH:18]=2)[CH2:13]1.C([O-])(O)=O.[Na+]>C(Cl)(Cl)Cl>[O:21]1[C:20]2[CH:22]=[CH:12][CH:13]=[CH:14][C:19]=2[CH:18]=[CH:17][CH2:16][C:15]1=[O:9] |f:2.3|. Procedure: To 100 g of m-chloroperbenzoic acid in 1 l of chloroform at 0° C. is added dropwise 100 g of α-tetralone in 250 ml chloroform. After 5 days of stirring at room temperature the reaction mixture is treated carefully with 1 l sat. NaHCO3 and stirred for 1/2 hour. The organic layer is separated, washed with 500 ml of water and solid NaHCO3 until no evolution of gas. The organic layer is separated washed with sat. NaHCO3 and water and dried (MgSO4) After filtering and concentrating to dryness it is v... The reactants are ClC1=C(C=CC(=C1)Cl)C=1N=C(C(=NC1CC)N[C@H]1[C@H](CC2=CC=CC=C12)OCC)CC (5-(2,4-dichlorophenyl)-N-[(1R,2S)-2-ethoxy-2,3-dihydro-1H-inden-1-yl]-3,6-diethylpyrazin-2-amine), ClC1=C(C=CC(=C1)OC)C=1N=C(C(=NC1CC)N[C@@H]1[C@@H](COC1)O)CC (cis-(+/−)-4-{[5-(2-chloro-4-methoxyphenyl)-3,6-diethylpyrazin-2-yl]amino}tetrahydrofuran-3-ol). The product is ClC1=C(C=CC(=C1)OC)C=1N=C(C(=NC1CC)N[C@@H]1COC[C@@H]1OCC)CC (cis-(+/−)-5-(2-chloro-4-methoxyphenyl)-N-[4-ethoxytetrahydrofuran-3-yl]-3,6-diethylpyrazin-2-amine). RXN SMILES: Cl[C:2]1C=C(Cl)C=C[C:3]=1C1N=C(CC)C(N[C@@H]2C3C(=CC=CC=3)C[C@@H]2OCC)=NC=1CC.[Cl:32][C:33]1[CH:38]=[C:37]([O:39][CH3:40])[CH:36]=[CH:35][C:34]=1[C:41]1[N:42]=[C:43]([CH2:56][CH3:57])[C:44]([NH:49][C@H:50]2[CH2:54][O:53][CH2:52][C@H:51]2[OH:55])=[N:45][C:46]=1[CH2:47][CH3:48]>>[Cl:32][C:33]1[CH:38]=[C:37]([O:39][CH3:40])[CH:36]=[CH:35][C:34]=1[C:41]1[N:42]=[C:43]([CH2:56][CH3:57])[C:44]([NH:49][C@H:50]2[C@@H:51]([O:55][CH2:2][CH3:3])[CH2:52][O:53][CH2:54]2)=[N:45][C:46]=1[CH2:47][CH3:48]. Procedure: Following the procedure for the preparation of 5-(2,4-dichlorophenyl)-N-[(1R,2S)-2-ethoxy-2,3-dihydro-1H-inden-1-yl]-3,6-diethylpyrazin-2-amine but substituting of cis-(+/−)-4-{[5-(2-chloro-4-methoxyphenyl)-3,6-diethylpyrazin-2-yl]amino}tetrahydrofuran-3-ol and making non-critical variations provided the title compound as a light yellow oil. IR (liq.) 2973, 2936, 2874, 1606, 1566, 1481, 1441, 1396, 1287, 1230, 1203, 1181, 1124, 1078, 1046 cm−1; OAMS supporting ions at: ESI+ 406.2; MS (EI) m/z 40... Starting materials: II (iodine), [Mg] (magnesium), ClC1=CC2=C(NC(=N2)C(C(F)(F)F)=O)C=C1Cl (1-(5,6-dichloro-1H-benzoimidazol-2-yl)-2,2,2-trifluoro-ethanone), Grignard reagent, BrC(C)=C(C)C (2-bromo-3-methyl-2-butene). Run in C(Cl)Cl (CH2Cl2), C1CCOC1 (THF), C1CCOC1 (THF). Conditions: time 3 hour. Product: ClC1=CC2=C(NC(=N2)C(C(F)(F)F)(C(=C(C)C)C)O)C=C1Cl (2-(5,6-Dichloro-1H-benzoimidazol-2-yl)-1,1,1-trifluoro-3,4-dimethyl-pent-3-en-2-ol). As a reaction SMILES: [Cl:1][C:2]1[C:16]([Cl:17])=[CH:15][C:5]2[NH:6][C:7]([C:9](=[O:14])[C:10]([F:13])([F:12])[F:11])=[N:8][C:4]=2[CH:3]=1.Br[C:19](=[C:21]([CH3:23])[CH3:22])[CH3:20].II.[Mg]>C1COCC1.C(Cl)Cl>[Cl:17][C:16]1[C:2]([Cl:1])=[CH:3][C:4]2[NH:8][C:7]([C:9]([OH:14])([C:19]([CH3:20])=[C:21]([CH3:23])[CH3:22])[C:10]([F:13])([F:11])[F:12])=[N:6][C:5]=2[CH:15]=1. Reported procedure: To 1-(5,6-dichloro-1H-benzoimidazol-2-yl)-2,2,2-trifluoro-ethanone (577 mg) in THF (5 mL) at 0° C. was added Grignard reagent, which was freshly prepared from 2-bromo-3-methyl-2-butene (1.73 mL), a small iodine flake, and magnesium powder (347 mg) in THF (5 mL). The resulting mixture was stirred at room temperature for 3 hr. The reaction was quenched with NH4Cl (sat. aq), filtered through a pad of Celite®, rinsed with EtOAc, the layers were separated, the aqueous layer extracted with EtOAc, drie...